Dataset: the Open Reaction Database (ORD), a public repository of structured organic reaction records. Task: describe an organic reaction: reactants, conditions, products, and yield As a reaction SMILES: [CH2:1](Br)[CH2:2][CH2:3][CH2:4][CH2:5][CH2:6][CH2:7][CH2:8][CH2:9][CH2:10][CH2:11][CH3:12].C(O[CH2:18][CH:19]=[CH2:20])(=O)C>>[CH2:12]=[CH:11][CH2:10][CH2:9][CH2:8][CH2:7][CH2:6][CH2:5][CH2:4][CH2:3][CH2:2][CH2:1][CH2:18][CH2:19][CH3:20]. Reported procedure: n-dodecyl bromide was converted analogously to example 1 to its Grignard compound and the latter was reacted with allyl acetate in the manner described. 1-Pentadecene was obtained in 32% yield. The reactants are C(CCCCCCCCCCC)Br (n-dodecyl bromide), C(C)(=O)OCC=C (allyl acetate). The yield is 32.0%. Product: C=CCCCCCCCCCCCCC (1-Pentadecene). The reactants are CC(=O)OC(C)=O, CC(=O)O, CO, [Cl-], Cl, CC(NC(=O)c1ccc(C(=O)N2CCCC2CCN)c(Cl)c1)c1nc2cc(Cl)ccc2[nH]1, [Na+]. The product is CC(=O)NCCC1CCCN1C(=O)c1ccc(C(=O)NC(C)c2nc3cc(Cl)ccc3[nH]2)cc1Cl. Reaction SMILES: [CH3:33][C:34](=[O:35])[O:36][C:37](=[O:38])[CH3:39].[CH3:43][C:44](=[O:45])[OH:46].[CH3:47][OH:48].[Cl-:41].[Cl:42].[NH2:1][CH2:2][CH2:3][CH:4]1[N:5]([C:9](=[O:10])[c:11]2[c:12]([Cl:32])[cH:13][c:14]([C:15](=[O:16])[NH:17][CH:18]([CH3:19])[c:20]3[n:21][c:22]4[c:23]([nH:24]3)[cH:25][cH:26][c:27]([Cl:29])[cH:28]4)[cH:30][cH:31]2)[CH2:6][CH2:7][CH2:8]1.[Na+:40]>>[NH:1]([CH2:2][CH2:3][CH:4]1[N:5]([C:9](=[O:10])[c:11]2[c:12]([Cl:32])[cH:13][c:14]([C:15](=[O:16])[NH:17][CH:18]([CH3:19])[c:20]3[n:21][c:22]4[c:23]([nH:24]3)[cH:25][cH:26][c:27]([Cl:29])[cH:28]4)[cH:30][cH:31]2)[CH2:6][CH2:7][CH2:8]1)[C:34]([CH3:33])=[O:35]. Reactants: Example 3 ( 3a ), aqueous solution, Example 1 ( 1d ), [Si](C)(C)(C(C)(C)C)OCC1=CC(=CS1)C#N (5-({[t-butyl(dimethyl)silyl]oxy}methyl)thiophene-3-carbonitrile), NO (hydroxylamine). Product: crude product, [Si](C)(C)(C(C)(C)C)OCC1=CC(=CS1)C(N)=NO (5-({[t-Butyl(dimethyl)silyl]oxy}methyl)-N′-hydroxythiophene-3-carboximidamide). Reaction SMILES: [Si:1]([O:8][CH2:9][C:10]1[S:14][CH:13]=[C:12]([C:15]#[N:16])[CH:11]=1)([C:4]([CH3:7])([CH3:6])[CH3:5])([CH3:3])[CH3:2].[NH2:17][OH:18]>>[Si:1]([O:8][CH2:9][C:10]1[S:14][CH:13]=[C:12]([C:15](=[N:17][OH:18])[NH2:16])[CH:11]=1)([C:4]([CH3:7])([CH3:6])[CH3:5])([CH3:3])[CH3:2]. Reported procedure: The crude product of the title compound was synthesized by conducting the similar reaction to that mentioned in Example 1 (1d) using 5-({[t-butyl(dimethyl)silyl]oxy}methyl)thiophene-3-carbonitrile (4.3 g, 17 mmol) that was obtained in Example 3 (3a) and a 40% aqueous solution of hydroxylamine (2.2 ml). Subsequently, the crude product of the title compound thus obtained was purified by chromatography on a silica gel column using a mixed solvent of ethyl acetate and hexane (1:10 to 2:5) as the elu... Starting materials: Cl.FC1=C(C(=O)Cl)C=C(C=C1)OC1=NC=CC=C1C1=NC(=NC=C1)NC (2-fluoro-5-[3-(2-methylamino-pyrimidin-4-yl)-pyridin-2-yloxy]-benzoyl chloride hydrochloride), C1(CCCCC1)[C@@H](C)N ((R)-1-cyclohexyl-ethylamine). The solvent is C1CCOC1 (THF). Reaction conditions: time 8 hour. Yields the product C1(CCCCC1)[C@@H](C)NC(C1=C(C=CC(=C1)OC1=NC=CC=C1C1=NC(=NC=C1)NC)F)=O (N-((1R)-1-cyclohexylethyl)-2-fluoro-5-((3-(2-(methylamino)-4-pyrimidinyl)-2-pyridinyl)oxy)benzamide). Reaction SMILES: Cl.[F:2][C:3]1[CH:11]=[CH:10][C:9]([O:12][C:13]2[C:18]([C:19]3[CH:24]=[CH:23][N:22]=[C:21]([NH:25][CH3:26])[N:20]=3)=[CH:17][CH:16]=[CH:15][N:14]=2)=[CH:8][C:4]=1[C:5](Cl)=[O:6].[CH:27]1([C@H:33]([NH2:35])[CH3:34])[CH2:32][CH2:31][CH2:30][CH2:29][CH2:28]1>C1COCC1>[CH:27]1([C@H:33]([NH:35][C:5](=[O:6])[C:4]2[CH:8]=[C:9]([O:12][C:13]3[C:18]([C:19]4[CH:24]=[CH:23][N:22]=[C:21]([NH:25][CH3:26])[N:20]=4)=[CH:17][CH:16]=[CH:15][N:14]=3)[CH:10]=[CH:11][C:3]=2[F:2])[CH3:34])[CH2:32][CH2:31][CH2:30][CH2:29][CH2:28]1 |f:0.1|. Reported procedure: To a solution of 2-fluoro-5-[3-(2-methylamino-pyrimidin-4-yl)-pyridin-2-yloxy]-benzoyl chloride hydrochloride (86 mg, 0.22 mmol) in THF (2.0 mL) was added (R)-1-cyclohexyl-ethylamine (0.029 mL, 0.20 mmol). The mixture was stirred overnight at RT, quenched with excess NEt3, concentrated and purified by preparative TLC (100% EtOAc) to yield N-((1R)-1-cyclohexylethyl)-2-fluoro-5-((3-(2-(methylamino)-4-pyrimidinyl)-2-pyridinyl)oxy)benzamide. MS m/z=450 [M+1]+. Calc'd for C25H28FN5O2: 449.53. Starting materials: CC(=O)[O-], COc1cc(C=O)cc(OC)c1, CC(=O)O, C[N+](=O)[O-], [NH4+]. The product is COc1cc(C=C[N+](=O)[O-])cc(OC)c1. RXN SMILES: [CH3:18][C:19](=[O:20])[O-:21].[CH3:1][O:2][c:3]1[cH:4][c:5]([CH:6]=[O:7])[cH:8][c:9]([O:11][CH3:12])[cH:10]1.[CH3:22][C:23](=[O:24])[OH:25].[N+:13](=[O:14])([O-:15])[CH3:16].[NH4+:17]>>[CH3:1][O:2][c:3]1[cH:4][c:5]([CH:6]=[CH:16][N+:13](=[O:14])[O-:15])[cH:8][c:9]([O:11][CH3:12])[cH:10]1.